Task: describe an organic reaction: reactants, conditions, products, and yield. Dataset: the Open Reaction Database (ORD), a public repository of structured organic reaction records The reactants are C(c1ccnc2ccccc12)=O, CC1=CN=C(C=C1)N, [C-]#[N+]C1CCCCC1. Reagents/catalysts: O=C(O)C(F)(F)F (trifluoroacetic acid). Solvent: CC(C)O (isopropyl alcohol), CC(C)O (isopropylalcohol). Run at temperature 22 celsius, time 20 hour. The product is Cc1ccc2nc(c3ccnc4ccccc34)c(NC3CCCCC3)n2c1. Yield: 20.5%. Reaction SMILES: CC1=CC=C(N)N=C1.[C-]#[N+]C1CCCCC1.O=CC1=C2C=CC=CC2=NC=C1>>CC1=CN2C(C=C1)=NC(=C2NC1CCCCC1)C1=CC=NC2=CC=CC=C12.